Dataset: the Open Reaction Database (ORD), a public repository of structured organic reaction records. Task: describe an organic reaction: reactants, conditions, products, and yield Reactants: Cl.FC=1C=C(CN2N=CC(=C2)C2=CN(C3=NC=C(C=C32)C3=CC=C(C=C3)C3CCNCC3)S(=O)(=O)C3=CC=C(C)C=C3)C=CC1 (3-(1-(3-fluorobenzyl)-1H-pyrazol-4-yl)-5-(4-(piperidin-4-yl)phenyl)-1-tosyl-1H-pyrrolo[2,3-b]pyridine hydrochloride), FC=1C=C(CN2N=CC(=C2)C2=CN(C3=NC=C(C=C32)C3=CC=C(C=C3)N3CCN(CC3)C[C@H](C)O)S(=O)(=O)C3=CC=C(C)C=C3)C=CC1 ((S)-1-(4-(4-(3-(1-(3-fluorobenzyl)-1H-pyrazol-4-yl)-1-tosyl-1H-pyrrolo[2,3-b]pyridin-5-yl)phenyl)piperazin-1-yl)propan-2-ol), [OH-].[Li+] (lithium hydroxide). The solvent is C1CCOC1.CO.O (THF methanol water). Product: FC=1C=C(CN2N=CC(=C2)C2=CNC3=NC=C(C=C32)C3=CC=C(C=C3)N3CCN(CC3)C[C@H](C)O)C=CC1 ((S)-1-(4-(4-(3-(1-(3-fluorobenzyl)-1H-pyrazol-4-yl)-1H-pyrrolo[2,3-b]pyridin-5-yl)phenyl) piperazin-1-yl)propan-2-ol). Isolated yield 26.5%. RXN SMILES: Cl.FC1C=C(C=CC=1)CN1C=C(C2C3C(=NC=C(C4C=CC(C5CCNCC5)=CC=4)C=3)N(S(C3C=CC(C)=CC=3)(=O)=O)C=2)C=N1.[F:46][C:47]1[CH:48]=[C:49]([CH:91]=[CH:92][CH:93]=1)[CH2:50][N:51]1[CH:55]=[C:54]([C:56]2[C:64]3[C:59](=[N:60][CH:61]=[C:62]([C:65]4[CH:70]=[CH:69][C:68]([N:71]5[CH2:76][CH2:75][N:74]([CH2:77][C@@H:78]([OH:80])[CH3:79])[CH2:73][CH2:72]5)=[CH:67][CH:66]=4)[CH:63]=3)[N:58](S(C3C=CC(C)=CC=3)(=O)=O)[CH:57]=2)[CH:53]=[N:52]1.[OH-].[Li+]>C1COCC1.CO.O>[F:46][C:47]1[CH:48]=[C:49]([CH:91]=[CH:92][CH:93]=1)[CH2:50][N:51]1[CH:55]=[C:54]([C:56]2[C:64]3[C:59](=[N:60][CH:61]=[C:62]([C:65]4[CH:66]=[CH:67][C:68]([N:71]5[CH2:72][CH2:73][N:74]([CH2:77][C@@H:78]([OH:80])[CH3:79])[CH2:75][CH2:76]5)=[CH:69][CH:70]=4)[CH:63]=3)[NH:58][CH:57]=2)[CH:53]=[N:52]1 |f:0.1,3.4,5.6.7|. Procedure: Using similar reaction conditions as described in step-iii of example-1, (S)-1-(4-(4-(3-(1-(3-fluorobenzyl)-1H-pyrazol-4-yl)-1-tosyl-1H-pyrrolo[2,3-b]pyridin-5-yl)phenyl)piperazin-1-yl)propan-2-ol (25 mg, 0.037 mmol) was hydrolyzed by lithium hydroxide (7 mg, 0.188 mmol) in THF/methanol/water (2/2/1 ml) to afford 5 mg (26.31% yield) of the titled compound after purification by preparative TLC (Silicagel-1000 micron) using 3% methanol in DCM as eluent. 1H NMR (CD3OD, 400 MHz): δ 8.45 (s, 1H), 8.3... The reactants are COC(=O)C(C)(C)C(c1cccc(F)c1)c1ccc(Br)s1, CC(C)(C)P(c1ccccc1-c1ccccc1)C(C)(C)C, CC(=O)[O-], CC(=O)[O-], C1COCCN1, CC(C)(C)[O-], Cc1ccccc1, [Na+], [Pd+2]. Yields the product COC(=O)C(C)(C)C(c1cccc(F)c1)c1ccc(N2CCOCC2)s1. RXN SMILES: [Br:1][c:2]1[cH:3][cH:4][c:5]([CH:7]([C:8]([C:9](=[O:10])[O:11][CH3:12])([CH3:13])[CH3:14])[c:15]2[cH:16][c:17]([F:21])[cH:18][cH:19][cH:20]2)[s:6]1.[C:28]([P:29]([C:30]([CH3:31])([CH3:32])[CH3:33])[c:34]1[cH:35][cH:36][cH:37][cH:38][c:39]1-[c:40]1[cH:41][cH:42][cH:43][cH:44][cH:45]1)([CH3:46])([CH3:47])[CH3:48].[C:62]([O-:63])(=[O:64])[CH3:65].[C:67]([O-:68])(=[O:69])[CH3:70].[CH2:22]1[CH2:23][O:24][CH2:25][CH2:26][NH:27]1.[CH3:49][C:50]([CH3:51])([O-:52])[CH3:53].[CH3:55][c:56]1[cH:57][cH:58][cH:59][cH:60][cH:61]1.[Na+:54].[Pd+2:66]>>[c:2]1([N:27]2[CH2:22][CH2:23][O:24][CH2:25][CH2:26]2)[cH:3][cH:4][c:5]([CH:7]([C:8]([C:9](=[O:10])[O:11][CH3:12])([CH3:13])[CH3:14])[c:15]2[cH:16][c:17]([F:21])[cH:18][cH:19][cH:20]2)[s:6]1. Starting materials: CC1=CC=CC(=C1NC(=S)N)N1CCOCC1 (1-(6-methyl-2-morpholinophenyl)thiourea), CI (methyl iodide). The solvent is CC(=O)C (acetone). Product: I.CSC(NC1=C(C=CC=C1C)N1CCOCC1)=N (2-methyl-1-(6-methyl-2-morpholinophenyl)-2-thiopseudourea hydroiodide). As a reaction SMILES: [CH3:1][C:2]1[C:7]([NH:8][C:9]([NH2:11])=[S:10])=[C:6]([N:12]2[CH2:17][CH2:16][O:15][CH2:14][CH2:13]2)[CH:5]=[CH:4][CH:3]=1.[CH3:18][I:19]>CC(C)=O>[IH:19].[CH3:18][S:10][C:9](=[NH:11])[NH:8][C:7]1[C:2]([CH3:1])=[CH:3][CH:4]=[CH:5][C:6]=1[N:12]1[CH2:17][CH2:16][O:15][CH2:14][CH2:13]1 |f:3.4|. Procedure: A mixture of 1-(6-methyl-2-morpholinophenyl)thiourea (9 g) and methyl iodide (2.5 ml) in dry acetone (100 ml) was heated at reflux at 90°-95° C. for 2.5 hours to give 2-methyl-1-(6-methyl-2-morpholinophenyl)-2-thiopseudourea hydroiodide. Starting materials: CC(=O)OC1Cc2cccc(-n3cccc3)c2C1, CCO, [K+], [OH-], O. The product is OC1Cc2cccc(-n3cccc3)c2C1. Reaction SMILES: [C:1](=[O:2])([CH3:3])[O:4][CH:5]1[CH2:6][c:7]2[cH:8][cH:9][cH:10][c:11](-[n:14]3[cH:15][cH:16][cH:17][cH:18]3)[c:12]2[CH2:13]1.[CH3:22][CH2:23][OH:24].[K+:20].[OH-:19].[OH2:21]>>[OH:4][CH:5]1[CH2:6][c:7]2[cH:8][cH:9][cH:10][c:11](-[n:14]3[cH:15][cH:16][cH:17][cH:18]3)[c:12]2[CH2:13]1. Starting materials: COCC=1C=CC(=NC1C)N (5-methoxymethyl-6-methyl-pyridin-2-ylamine), FC(C=1C=C(C=CC1)S(=O)(=O)Cl)(F)F (3-(trifluoromethyl)-benzenesulfonyl chloride). The product is COCC=1C=CC(=NC1C)NS(=O)(=O)C1=CC(=CC=C1)C(F)(F)F (N-(5-Methoxymethyl-6-methyl-pyridin-2-yl)-3-trifluoromethyl-benzenesulfonamide). Reaction SMILES: [CH3:1][O:2][CH2:3][C:4]1[CH:5]=[CH:6][C:7]([NH2:11])=[N:8][C:9]=1[CH3:10].[F:12][C:13]([F:25])([F:24])[C:14]1[CH:15]=[C:16]([S:20](Cl)(=[O:22])=[O:21])[CH:17]=[CH:18][CH:19]=1>>[CH3:1][O:2][CH2:3][C:4]1[CH:5]=[CH:6][C:7]([NH:11][S:20]([C:16]2[CH:17]=[CH:18][CH:19]=[C:14]([C:13]([F:12])([F:24])[F:25])[CH:15]=2)(=[O:22])=[O:21])=[N:8][C:9]=1[CH3:10]. Procedure details: This material was prepared in analogy to example 1 from 5-methoxymethyl-6-methyl-pyridin-2-ylamine (0.058 g) and 3-(trifluoromethyl)-benzenesulfonyl chloride (0.103 g) as a light yellow gum (0.1 g). MS (ESI−): 359.0 ([M−H]−) Reactants: C(C=C)Br (allylbromide), C1=CC=CC1 (cyclopentadiene), C(C=C)C=1C(=C(CC1)CC=C)CC=C (tri(allyl)cyclopentadiene), [OH-].[Na+] (NaOH). Reagents/catalysts: CCCCCCCC[N+](C)(CCCCCCCC)CCCCCCCC.[Cl-] (ALIQUAT 336). Solvent: O (water). Run at time 3 hour. The product is C(C=C)C1(C=CC=C1)CC=C (di(allyl)cyclopentadiene). Reaction SMILES: [CH2:1](Br)[CH:2]=[CH2:3].C1CC=CC=1.[OH-].[Na+].C([C:15]1[C:16]([CH2:23][CH:24]=[CH2:25])=[C:17](CC=C)[CH2:18][CH:19]=1)C=C>CCCCCCCC[N+](CCCCCCCC)(CCCCCCCC)C.[Cl-].O>[CH2:3]([C:16]1([CH2:23][CH:24]=[CH2:25])[CH:15]=[CH:19][CH:18]=[CH:17]1)[CH:2]=[CH2:1] |f:2.3,5.6|. Procedure details: A 1.0 L double-walled reactor, provided with baffles, condenser, top stirrer, thermometer and dropping funnel equipped with a nitrogen inlet was charged with ALIQUAT 336 (7.7 g, 19 mmol), allylbromide (43.6 g, 0.36 mol) and freshly cracked cyclopentadiene (11.9 g, 0.18 mol). A 50 wt. % NaOH aqueous solution (147 g) was then added via the dropping funnel to the turbulently stirred reaction mixture. The reaction mixture was cooled with water during the addition of the base. After 3 hours of stirri... Starting materials: C1CCOC1, CCN(C(C)C)C(C)C, COC(=O)Cl, CNc1cccc(S(=O)(=O)N(CC(O)C(Cc2ccccc2)NC(=O)OC2COC3OCCC23)CC(C)(C)CCCCN)c1. The product is CNc1cccc(S(=O)(=O)N(CC(O)C(Cc2ccccc2)NC(=O)OC2COC3OCCC23)CC(C)(C)CCCCNC(=O)OC)c1. Reaction SMILES: [CH2:59]1[O:60][CH2:61][CH2:62][CH2:63]1.[CH:45]([N:46]([CH2:47][CH3:48])[CH:49]([CH3:50])[CH3:51])([CH3:52])[CH3:53].[Cl:54][C:55](=[O:56])[O:57][CH3:58].[NH2:1][CH2:2][CH2:3][CH2:4][CH2:5][C:6]([CH2:7][N:8]([CH2:9][CH:10]([CH:11]([CH2:12][c:13]1[cH:14][cH:15][cH:16][cH:17][cH:18]1)[NH:19][C:20]([O:21][CH:22]1[CH2:23][O:24][CH:25]2[O:26][CH2:27][CH2:28][CH:29]12)=[O:30])[OH:31])[S:32](=[O:33])(=[O:34])[c:35]1[cH:36][c:37]([NH:41][CH3:42])[cH:38][cH:39][cH:40]1)([CH3:43])[CH3:44]>>[NH:1]([CH2:2][CH2:3][CH2:4][CH2:5][C:6]([CH2:7][N:8]([CH2:9][CH:10]([CH:11]([CH2:12][c:13]1[cH:14][cH:15][cH:16][cH:17][cH:18]1)[NH:19][C:20]([O:21][CH:22]1[CH2:23][O:24][CH:25]2[O:26][CH2:27][CH2:28][CH:29]12)=[O:30])[OH:31])[S:32](=[O:33])(=[O:34])[c:35]1[cH:36][c:37]([NH:41][CH3:42])[cH:38][cH:39][cH:40]1)([CH3:43])[CH3:44])[C:55](=[O:56])[O:57][CH3:58].